Dataset: the Open Reaction Database (ORD), a public repository of structured organic reaction records. Task: describe an organic reaction: reactants, conditions, products, and yield The reactants are CC(C)O, Clc1nc2ccccc2s1, NCCCCCSc1nc2ccccc2[nH]1. The product is c1ccc2[nH]c(SCCCCCNc3nc4ccccc4s3)nc2c1. Reaction SMILES: [CH:27]([OH:28])([CH3:29])[CH3:30].[Cl:17][c:18]1[s:19][c:20]2[c:21]([n:22]1)[cH:23][cH:24][cH:25][cH:26]2.[NH2:1][CH2:2][CH2:3][CH2:4][CH2:5][CH2:6][S:7][c:8]1[nH:9][c:10]2[c:11]([n:12]1)[cH:13][cH:14][cH:15][cH:16]2>>[NH:1]([CH2:2][CH2:3][CH2:4][CH2:5][CH2:6][S:7][c:8]1[n:9][c:10]2[c:11]([nH:12]1)[cH:13][cH:14][cH:15][cH:16]2)[c:18]1[s:19][c:20]2[c:21]([n:22]1)[cH:23][cH:24][cH:25][cH:26]2.